This data is from the Open Reaction Database (ORD), a public repository of structured organic reaction records. The task is: describe an organic reaction: reactants, conditions, products, and yield The reactants are CCOC(C)=O, OCC=CC(F)(F)C(F)(F)F, O=[Pt]=O. The product is OCCCC(F)(F)C(F)(F)F. RXN SMILES: [CH3:12][CH2:13][O:14][C:15](=[O:16])[CH3:17].[F:1][C:2]([CH:3]=[CH:4][CH2:5][OH:6])([C:7]([F:8])([F:9])[F:10])[F:11].[Pt:18](=[O:19])=[O:20]>>[F:1][C:2]([CH2:3][CH2:4][CH2:5][OH:6])([C:7]([F:8])([F:9])[F:10])[F:11].